Dataset: the Open Reaction Database (ORD), a public repository of structured organic reaction records. Task: describe an organic reaction: reactants, conditions, products, and yield Reactants: C(C)(=O)N(C(C1=CC(=CC=C1)OCCCCCCCCCCCCCC)=O)CC1=NC=CC=C1 (N-Acetyl-N-(2-pyridinylmethyl)-3-(tetradecyloxy)benzamide), CI (methyl iodide). Yields the product [I-].C(C)(=O)N(C(C1=CC(=CC=C1)OCCCCCCCCCCCCCC)=O)CC1=[N+](C=CC=C1)C (2-[[Acetyl[3-(tetradecyloxy)benzoyl]amino]methyl]-1-methylpyridinium iodide). Yield: 98.0%. Reaction SMILES: [C:1]([N:4]([CH2:28][C:29]1[CH:34]=[CH:33][CH:32]=[CH:31][N:30]=1)[C:5](=[O:27])[C:6]1[CH:11]=[CH:10][CH:9]=[C:8]([O:12][CH2:13][CH2:14][CH2:15][CH2:16][CH2:17][CH2:18][CH2:19][CH2:20][CH2:21][CH2:22][CH2:23][CH2:24][CH2:25][CH3:26])[CH:7]=1)(=[O:3])[CH3:2].[CH3:35][I:36]>>[I-:36].[C:1]([N:4]([CH2:28][C:29]1[CH:34]=[CH:33][CH:32]=[CH:31][N+:30]=1[CH3:35])[C:5](=[O:27])[C:6]1[CH:11]=[CH:10][CH:9]=[C:8]([O:12][CH2:13][CH2:14][CH2:15][CH2:16][CH2:17][CH2:18][CH2:19][CH2:20][CH2:21][CH2:22][CH2:23][CH2:24][CH2:25][CH3:26])[CH:7]=1)(=[O:3])[CH3:2] |f:2.3|. Procedure: The title compound is prepared by the procedure of Example 28, using 1.08 g of product from Example 29 and 16.36 g of methyl iodide. The residue is recrystallized from methyl alcohol to give 1.38 g of the desired product as yellow crystals with hygroscopic properties. The reactants are FC1=CC(=C(CBr)C=C1)[N+](=O)[O-] (4-fluoro-2-nitrobenzylbromide), S(=O)([O-])[O-].[Na+].[Na+] (sodium sulfite). Run in O (water). Yields the product FC1=CC(=C(CS(=O)(=O)[O-])C=C1)[N+](=O)[O-].[Na+] (Sodium 4-fluoro-2-nitrobenzylsulfonate). As a reaction SMILES: [F:1][C:2]1[CH:9]=[CH:8][C:5]([CH2:6]Br)=[C:4]([N+:10]([O-:12])=[O:11])[CH:3]=1.[S:13]([O-:16])([O-:15])=[O:14].[Na+:17].[Na+]>O>[F:1][C:2]1[CH:9]=[CH:8][C:5]([CH2:6][S:13]([O-:16])(=[O:15])=[O:14])=[C:4]([N+:10]([O-:12])=[O:11])[CH:3]=1.[Na+:17] |f:1.2.3,5.6|. Procedure: A solution of 4-fluoro-2-nitrobenzylbromide (50.1 g) and sodium sulfite (27.3 g) in water (200 ml) was heated under reflux for 2.5 hours and cooled to room temperature. The solvent was removed under reduced pressure and ethanol (100 ml) was added to the crude product.